Dataset: the Open Reaction Database (ORD), a public repository of structured organic reaction records. Task: describe an organic reaction: reactants, conditions, products, and yield Reactants: BrCCCCCCc1cccc(OCc2ccccc2)c1OCc1ccccc1, O=C([O-])[O-], ClCCl, CCCCCCCCCCCCCCOc1cc(O)cc(C(=O)OC)c1, CC(C)=O, CO, [I-], [K+], [K+], [Na+], CN(C)C=O. Yields the product CCCCCCCCCCCCCCOc1cc(OCCCCCCc2cccc(OCc3ccccc3)c2OCc2ccccc2)cc(C(=O)OC)c1. Reaction SMILES: [Br:27][CH2:28][CH2:29][CH2:30][CH2:31][CH2:32][CH2:33][c:34]1[c:35]([O:48][CH2:49][c:50]2[cH:51][cH:52][cH:53][cH:54][cH:55]2)[c:36]([O:40][CH2:41][c:42]2[cH:43][cH:44][cH:45][cH:46][cH:47]2)[cH:37][cH:38][cH:39]1.[C:56](=[O:57])([O-:58])[O-:59].[CH2:75]([Cl:76])[Cl:77].[CH3:1][O:2][C:3]([c:4]1[cH:5][c:6]([OH:25])[cH:7][c:8]([O:10][CH2:11][CH2:12][CH2:13][CH2:14][CH2:15][CH2:16][CH2:17][CH2:18][CH2:19][CH2:20][CH2:21][CH2:22][CH2:23][CH3:24])[cH:9]1)=[O:26].[CH3:64][C:65](=[O:66])[CH3:67].[CH3:73][OH:74].[I-:63].[K+:60].[K+:61].[Na+:62].[O:68]=[CH:69][N:70]([CH3:71])[CH3:72]>>[CH3:1][O:2][C:3]([c:4]1[cH:5][c:6]([O:25][CH2:28][CH2:29][CH2:30][CH2:31][CH2:32][CH2:33][c:34]2[c:35]([O:48][CH2:49][c:50]3[cH:51][cH:52][cH:53][cH:54][cH:55]3)[c:36]([O:40][CH2:41][c:42]3[cH:43][cH:44][cH:45][cH:46][cH:47]3)[cH:37][cH:38][cH:39]2)[cH:7][c:8]([O:10][CH2:11][CH2:12][CH2:13][CH2:14][CH2:15][CH2:16][CH2:17][CH2:18][CH2:19][CH2:20][CH2:21][CH2:22][CH2:23][CH3:24])[cH:9]1)=[O:26].